Dataset: the Open Reaction Database (ORD), a public repository of structured organic reaction records. Task: describe an organic reaction: reactants, conditions, products, and yield RXN SMILES: [C:22](=[O:23])([O-:24])[O-:25].[CH3:1][c:2]1[cH:3][c:4]([C:5](=[O:6])[c:7]2[c:8]([CH:15]([CH3:16])[CH3:17])[c:9](=[O:14])[nH:10][c:11](=[O:13])[nH:12]2)[cH:18][c:19]([CH3:21])[cH:20]1.[Cl:30][CH2:31][c:32]1[cH:33][c:34]([N:39]2[C:40](=[O:49])[c:41]3[cH:42][cH:43][cH:44][cH:45][c:46]3[C:47]2=[O:48])[n:35][c:36]([CH3:38])[cH:37]1.[I-:28].[K+:26].[K+:27].[Li+:29].[O:50]=[CH:51][N:52]([CH3:53])[CH3:54]>>[CH3:1][c:2]1[cH:3][c:4]([C:5](=[O:6])[c:7]2[c:8]([CH:15]([CH3:16])[CH3:17])[c:9](=[O:14])[nH:10][c:11](=[O:13])[n:12]2[CH2:31][c:32]2[cH:33][c:34]([N:39]3[C:40](=[O:49])[c:41]4[cH:42][cH:43][cH:44][cH:45][c:46]4[C:47]3=[O:48])[n:35][c:36]([CH3:38])[cH:37]2)[cH:18][c:19]([CH3:21])[cH:20]1. Product: Cc1cc(C)cc(C(=O)c2c(C(C)C)c(=O)[nH]c(=O)n2Cc2cc(C)nc(N3C(=O)c4ccccc4C3=O)c2)c1. Reactants: O=C([O-])[O-], Cc1cc(C)cc(C(=O)c2[nH]c(=O)[nH]c(=O)c2C(C)C)c1, Cc1cc(CCl)cc(N2C(=O)c3ccccc3C2=O)n1, [I-], [K+], [K+], [Li+], CN(C)C=O. Reactants: [Br-], Cc1nc(-c2ccc(C(F)(F)F)cc2)oc1C=O, C[Mg+], [Cl-], [NH4+], C1CCOC1. Product: Cc1nc(-c2ccc(C(F)(F)F)cc2)oc1C(C)O. RXN SMILES: [Br-:19].[CH3:1][c:2]1[n:3][c:4](-[c:9]2[cH:10][cH:11][c:12]([C:15]([F:16])([F:17])[F:18])[cH:13][cH:14]2)[o:5][c:6]1[CH:7]=[O:8].[CH3:20][Mg+:21].[Cl-:22].[NH4+:23].[O:24]1[CH2:25][CH2:26][CH2:27][CH2:28]1>>[CH3:1][c:2]1[n:3][c:4](-[c:9]2[cH:10][cH:11][c:12]([C:15]([F:16])([F:17])[F:18])[cH:13][cH:14]2)[o:5][c:6]1[CH:7]([OH:8])[CH3:20].